This data is from the Open Reaction Database (ORD), a public repository of structured organic reaction records. The task is: describe an organic reaction: reactants, conditions, products, and yield Starting materials: C[Si]([N-][Si](C)(C)C)(C)C.[Li+] (lithium hexamethyldisilazide), ClC=1C2=C(N=CN1)NC(C2)=O (4-chloro-5,7-dihydro-pyrrolo[2,3-d]pyrimidin-6-one), CI (methyl iodide). Solvent: C1CCOC1 (THF). Run at temperature -78 celsius. The product is ClC=1C2=C(N=CN1)NC(C2C)=O (4-Chloro-5-methyl-5,7-dihydro-pyrrolo[2,3-d]pyrimidin-6-one). Yield: 56.8%. RXN SMILES: [Cl:1][C:2]1[C:3]2[CH2:10][C:9](=[O:11])[NH:8][C:4]=2[N:5]=[CH:6][N:7]=1.[CH3:12][Si](C)(C)[N-][Si](C)(C)C.[Li+].CI>C1COCC1>[Cl:1][C:2]1[C:3]2[CH:10]([CH3:12])[C:9](=[O:11])[NH:8][C:4]=2[N:5]=[CH:6][N:7]=1 |f:1.2|. Procedure: Add 4-chloro-5,7-dihydro-pyrrolo[2,3-d]pyrimidin-6-one (0.4 g; 0.0023 mol; 1.0 equiv) in THF (15 mL) and cool to −78° C. under an argon atmosphere. Add drop-wise lithium hexamethyldisilazide (4.7 mL; 0.0047 mol; 2.0 equiv; 1 M in THF). Stir the reaction at −78° C. for 30 min. Add drop-wise methyl iodide (0.29 mL; 0.0047 mol; 2.0 equiv), allow the reaction temperature to come to −20° C. slowly and stir at −20° C. for 2 h. Quench the reaction with saturated ammonium chloride aqueous and extract wi...